From a dataset of the Open Reaction Database (ORD), a public repository of structured organic reaction records. describe an organic reaction: reactants, conditions, products, and yield The reactants are CCOC(=O)c1cncc(-c2cnc3c(ccn3COCC[Si](C)(C)C)c2Cl)c1, CCO, Cl, [K+], [OH-], O. RXN SMILES: [CH2:1]([CH3:2])[O:3][C:4]([c:5]1[cH:6][n:7][cH:8][c:9](-[c:11]2[c:12]([Cl:28])[c:13]3[c:14]([n:15][cH:16]2)[n:17]([CH2:20][O:21][CH2:22][CH2:23][Si:24]([CH3:25])([CH3:26])[CH3:27])[cH:18][cH:19]3)[cH:10]1)=[O:29].[CH3:33][CH2:34][OH:35].[ClH:32].[K+:31].[OH-:30].[OH2:36]>>[O:3]=[C:4]([c:5]1[cH:6][n:7][cH:8][c:9](-[c:11]2[c:12]([Cl:28])[c:13]3[c:14]([n:15][cH:16]2)[n:17]([CH2:20][O:21][CH2:22][CH2:23][Si:24]([CH3:25])([CH3:26])[CH3:27])[cH:18][cH:19]3)[cH:10]1)[OH:29]. Product: C[Si](C)(C)CCOCn1ccc2c(Cl)c(-c3cncc(C(=O)O)c3)cnc21.